Dataset: the Open Reaction Database (ORD), a public repository of structured organic reaction records. Task: describe an organic reaction: reactants, conditions, products, and yield Reactants: CCc1cc(-c2nc(-c3cc(C)c(OCC4CO4)c(CC)c3)no2)cc(C)n1, CO, N. Product: CCc1cc(-c2nc(-c3cc(C)c(OCC(O)CN)c(CC)c3)no2)cc(C)n1. As a reaction SMILES: [CH2:1]([CH3:2])[c:3]1[n:4][c:5]([CH3:28])[cH:6][c:7](-[c:9]2[n:10][c:11](-[c:14]3[cH:15][c:16]([CH2:26][CH3:27])[c:17]([O:21][CH2:22][CH:23]4[O:24][CH2:25]4)[c:18]([CH3:20])[cH:19]3)[n:12][o:13]2)[cH:8]1.[CH3:30][OH:31].[NH3:29]>>[CH2:1]([CH3:2])[c:3]1[n:4][c:5]([CH3:28])[cH:6][c:7](-[c:9]2[n:10][c:11](-[c:14]3[cH:15][c:16]([CH2:26][CH3:27])[c:17]([O:21][CH2:22][CH:23]([OH:24])[CH2:25][NH2:29])[c:18]([CH3:20])[cH:19]3)[n:12][o:13]2)[cH:8]1. The reactants are Brc1cnc(I)nc1, COCCOC, CCCCCCCCOc1ccc(-c2ncc(Br)cn2)c(F)c1F, CCCCCCCCOc1ccc(B(O)O)c(F)c1, [Na+], [Na+], O=C([O-])[O-], c1ccc(P(c2ccccc2)(c2ccccc2)[Pd](P(c2ccccc2)(c2ccccc2)c2ccccc2)(P(c2ccccc2)(c2ccccc2)c2ccccc2)P(c2ccccc2)(c2ccccc2)c2ccccc2)cc1. The product is CCCCCCCCOc1ccc(-c2ncc(Br)cn2)c(F)c1. Reaction SMILES: [Br:1][c:2]1[cH:3][n:4][c:5]([I:6])[n:7][cH:8]1.[CH3:135][O:136][CH2:137][CH2:138][O:139][CH3:140].[F:34][c:35]1[c:36](-[c:51]2[n:52][cH:53][c:54]([Br:57])[cH:55][n:56]2)[cH:37][cH:38][c:39]([O:42][CH2:43][CH2:44][CH2:45][CH2:46][CH2:47][CH2:48][CH2:49][CH3:50])[c:40]1[F:41].[F:9][c:10]1[cH:11][c:12]([O:13][CH2:14][CH2:15][CH2:16][CH2:17][CH2:18][CH2:19][CH2:20][CH3:21])[cH:22][cH:23][c:24]1[B:25]([OH:26])[OH:27].[Na+:28].[Na+:29].[O-:30][C:31](=[O:32])[O-:33].[cH:58]1[cH:59][cH:60][c:61]([P:62]([Pd:63]([P:64]([c:65]2[cH:66][cH:67][cH:68][cH:69][cH:70]2)([c:71]2[cH:72][cH:73][cH:74][cH:75][cH:76]2)[c:77]2[cH:78][cH:79][cH:80][cH:81][cH:82]2)([P:83]([c:84]2[cH:85][cH:86][cH:87][cH:88][cH:89]2)([c:90]2[cH:91][cH:92][cH:93][cH:94][cH:95]2)[c:96]2[cH:97][cH:98][cH:99][cH:100][cH:101]2)[P:102]([c:103]2[cH:104][cH:105][cH:106][cH:107][cH:108]2)([c:109]2[cH:110][cH:111][cH:112][cH:113][cH:114]2)[c:115]2[cH:116][cH:117][cH:118][cH:119][cH:120]2)([c:121]2[cH:122][cH:123][cH:124][cH:125][cH:126]2)[c:127]2[cH:128][cH:129][cH:130][cH:131][cH:132]2)[cH:133][cH:134]1>>[F:34][c:35]1[c:36](-[c:51]2[n:52][cH:53][c:54]([Br:57])[cH:55][n:56]2)[cH:37][cH:38][c:39]([O:42][CH2:43][CH2:44][CH2:45][CH2:46][CH2:47][CH2:48][CH2:49][CH3:50])[cH:40]1. Starting materials: COC(=O)C(Br)CC1CCCC1, [H-], [Na+], N#Cc1ccccc1Oc1cn[nH]c(=O)c1, C1CCOC1. Yields the product COC(=O)C(CC1CCCC1)n1ncc(Oc2ccccc2C#N)cc1=O. As a reaction SMILES: [CH3:19][O:20][C:21]([CH:22]([CH2:23][CH:24]1[CH2:25][CH2:26][CH2:27][CH2:28]1)[Br:29])=[O:30].[H-:17].[Na+:18].[O:1]=[c:2]1[cH:3][c:4]([O:8][c:9]2[c:10]([C:11]#[N:12])[cH:13][cH:14][cH:15][cH:16]2)[cH:5][n:6][nH:7]1.[O:31]1[CH2:32][CH2:33][CH2:34][CH2:35]1>>[O:1]=[c:2]1[cH:3][c:4]([O:8][c:9]2[c:10]([C:11]#[N:12])[cH:13][cH:14][cH:15][cH:16]2)[cH:5][n:6][n:7]1[CH:22]([C:21]([O:20][CH3:19])=[O:30])[CH2:23][CH:24]1[CH2:25][CH2:26][CH2:27][CH2:28]1. Reactants: CCO, COC(=O)c1cccc([N+](=O)[O-])c1O. RXN SMILES: [CH3:15][CH2:16][OH:17].[CH3:1][O:2][C:3]([c:4]1[c:5]([OH:13])[c:6]([N+:10]([O-:11])=[O:12])[cH:7][cH:8][cH:9]1)=[O:14]>>[CH3:1][O:2][C:3]([c:4]1[c:5]([OH:13])[c:6]([NH2:10])[cH:7][cH:8][cH:9]1)=[O:14]. Product: COC(=O)c1cccc(N)c1O.